Dataset: the Open Reaction Database (ORD), a public repository of structured organic reaction records. Task: describe an organic reaction: reactants, conditions, products, and yield The reactants are CCOC(=O)c1ccc(-c2ccc3c(c2)C(Nc2ccc(Cl)cc2)CC(C)N3C(C)=O)cc1, CCO, Cl, [Na+], [OH-]. Product: CC(=O)N1c2ccc(-c3ccc(C(=O)O)cc3)cc2C(Nc2ccc(Cl)cc2)CC1C. As a reaction SMILES: [C:1]([CH3:2])(=[O:3])[N:4]1[CH:5]([CH3:33])[CH2:6][CH:7]([NH:25][c:26]2[cH:27][cH:28][c:29]([Cl:32])[cH:30][cH:31]2)[c:8]2[cH:9][c:10](-[c:14]3[cH:15][cH:16][c:17]([C:18](=[O:19])[O:20][CH2:21][CH3:22])[cH:23][cH:24]3)[cH:11][cH:12][c:13]21.[CH3:37][CH2:38][OH:39].[ClH:36].[Na+:35].[OH-:34]>>[C:1]([CH3:2])(=[O:3])[N:4]1[CH:5]([CH3:33])[CH2:6][CH:7]([NH:25][c:26]2[cH:27][cH:28][c:29]([Cl:32])[cH:30][cH:31]2)[c:8]2[cH:9][c:10](-[c:14]3[cH:15][cH:16][c:17]([C:18](=[O:19])[OH:20])[cH:23][cH:24]3)[cH:11][cH:12][c:13]21. Yields the product BrC=1C(=CC(=NC1)NC=1SC=C(N1)CCC1=CC=CC=C1)SC1=C(C#N)C(=CN=C1)Cl (3-(5-bromo-2-(4-phenethylthiazol-2-ylamino)pyridin-4-ylthio)-5-chloroisonicotinonitrile). Conditions: time 8 hour. RXN SMILES: [Br:1][C:2]1[C:3]([SH:22])=[CH:4][C:5]([NH:8][C:9]2[S:10][CH:11]=[C:12]([CH2:14][CH2:15][C:16]3[CH:21]=[CH:20][CH:19]=[CH:18][CH:17]=3)[N:13]=2)=[N:6][CH:7]=1.Cl[C:24]1[CH:31]=[N:30][CH:29]=[C:28]([Cl:32])[C:25]=1[C:26]#[N:27].C([O-])([O-])=O.[Cs+].[Cs+]>CS(C)=O>[Br:1][C:2]1[C:3]([S:22][C:24]2[CH:31]=[N:30][CH:29]=[C:28]([Cl:32])[C:25]=2[C:26]#[N:27])=[CH:4][C:5]([NH:8][C:9]2[S:10][CH:11]=[C:12]([CH2:14][CH2:15][C:16]3[CH:17]=[CH:18][CH:19]=[CH:20][CH:21]=3)[N:13]=2)=[N:6][CH:7]=1 |f:2.3.4|. Run in CS(=O)C (DMSO). Reported procedure: A flask was charged with 5-bromo-2-(4-phenethylthiazol-2-ylamino)pyridine-4-thiol (0.040 g, 0.10 mmol), 3,5-dichloroisonicotinonitrile (0.019 g, 0.11 mmol), Cs2CO3 (0.037 g, 0.11 mmol), and DMSO (2 mL). The reaction mixture was stirred at ambient temperature overnight, then quenched with water, extracted with EtOAc, dried, and concentrated. The crude material was purified by flash chromatography to provide the desired product (0.026 g, 48% yield) as a yellow solid. 1H NMR (CDCl3) δ 8.74 (d, 2H),... Isolated yield 49.2%. Starting materials: BrC=1C(=CC(=NC1)NC=1SC=C(N1)CCC1=CC=CC=C1)S (5-bromo-2-(4-phenethylthiazol-2-ylamino)pyridine-4-thiol), ClC1=C(C#N)C(=CN=C1)Cl (3,5-dichloroisonicotinonitrile), C(=O)([O-])[O-].[Cs+].[Cs+] (Cs2CO3). The reactants are Intermediate 103, FC(C1=CC=C(C=C1)C1=CC=CC(=N1)[C@@H](CCCC)O)(F)F ((1R)-1-{6-[4-(trifluoromethyl)phenyl]-2-pyridinyl}-1-pentanol), ClC=1C=C(C=O)C=CC1O (3-chloro-4-hydroxybenzaldehyde). Product: ClC=1C=C(C=O)C=CC1O[C@@H](CCCC)C1=NC(=CC=C1)C1=CC=C(C=C1)C(F)(F)F (3-Chloro-4-[((1S)-1-{6-[4-(trifluoromethyl)phenyl]-2-pyridinyl}pentyl)oxy]benzaldehyde). The yield is 19.7%. As a reaction SMILES: [F:1][C:2]([F:22])([F:21])[C:3]1[CH:8]=[CH:7][C:6]([C:9]2[N:14]=[C:13]([C@H:15]([OH:20])[CH2:16][CH2:17][CH2:18][CH3:19])[CH:12]=[CH:11][CH:10]=2)=[CH:5][CH:4]=1.[Cl:23][C:24]1[CH:25]=[C:26]([CH:29]=[CH:30][C:31]=1O)[CH:27]=[O:28]>>[Cl:23][C:24]1[CH:25]=[C:26]([CH:29]=[CH:30][C:31]=1[O:20][C@H:15]([C:13]1[CH:12]=[CH:11][CH:10]=[C:9]([C:6]2[CH:5]=[CH:4][C:3]([C:2]([F:21])([F:1])[F:22])=[CH:8][CH:7]=2)[N:14]=1)[CH2:16][CH2:17][CH2:18][CH3:19])[CH:27]=[O:28]. Reported procedure: Prepared according to the procedure used to prepare Intermediate 103 from (1R)-1-{6-[4-(trifluoromethyl)phenyl]-2-pyridinyl}-1-pentanol (208 mg, 0.67 mmol) and 3-chloro-4-hydroxybenzaldehyde (141, 0.90 mmol) to afford the title compound (59 mg). Reactants: COC(=O)c1cc2c(C)noc2c(F)c1Nc1ccccc1Cl, CCOC(C)=O, O=C1CCC(=O)N1Cl, Cl, CN(C)C=O. Product: COC(=O)c1cc2c(C)noc2c(F)c1Nc1ccc(Cl)cc1Cl. Reaction SMILES: [CH3:1][O:2][C:3](=[O:4])[c:5]1[c:6]([NH:16][c:17]2[c:18]([Cl:23])[cH:19][cH:20][cH:21][cH:22]2)[c:7]([F:15])[c:8]2[c:9]([c:10]([CH3:13])[n:11][o:12]2)[cH:14]1.[CH3:38][CH2:39][O:40][C:41]([CH3:42])=[O:43].[Cl:24][N:25]1[C:26](=[O:27])[CH2:28][CH2:29][C:30]1=[O:31].[ClH:32].[O:33]=[CH:34][N:35]([CH3:36])[CH3:37]>>[CH3:1][O:2][C:3](=[O:4])[c:5]1[c:6]([NH:16][c:17]2[c:18]([Cl:23])[cH:19][c:20]([Cl:24])[cH:21][cH:22]2)[c:7]([F:15])[c:8]2[c:9]([c:10]([CH3:13])[n:11][o:12]2)[cH:14]1. Reactants: OC1=CC=C(C=C1)N=NC1=CC=C(C=C1)C#N (4-hydroxy-4′-cyanoazobenzene), BrCCCCCCBr (1,6-dibromohexane), C(=O)([O-])[O-].[K+].[K+] (K2CO3). Run in CC(=O)C (acetone). The product is BrCCCCCCOC1=CC=C(C=C1)N=NC1=CC=C(C=C1)C#N (4-(6-bromohexyloxy)-4′-cyanoazobenzene). Yield: 47.0%. RXN SMILES: [OH:1][C:2]1[CH:7]=[CH:6][C:5]([N:8]=[N:9][C:10]2[CH:15]=[CH:14][C:13]([C:16]#[N:17])=[CH:12][CH:11]=2)=[CH:4][CH:3]=1.[Br:18][CH2:19][CH2:20][CH2:21][CH2:22][CH2:23][CH2:24]Br.C([O-])([O-])=O.[K+].[K+]>CC(C)=O>[Br:18][CH2:19][CH2:20][CH2:21][CH2:22][CH2:23][CH2:24][O:1][C:2]1[CH:3]=[CH:4][C:5]([N:8]=[N:9][C:10]2[CH:15]=[CH:14][C:13]([C:16]#[N:17])=[CH:12][CH:11]=2)=[CH:6][CH:7]=1 |f:2.3.4|. Reported procedure: 0.2 mol (44.6 g) of 4-hydroxy-4′-cyanoazobenzene, 2 mol (488.1 g) of 1,6-dibromohexane, 1.45 mol (220.4 g) of K2CO3 and 800 ml of acetone were charged in a 2-liter three-necked flask and reacted under reflux for 20 hours by using a water bath. After cooling to a room temperature, by-products and excess K2CO3 were removed by filtration. After concentrating to about 1/2 by using a rotary evaporator, the product was left in a refrigeration box to be crystallized. After filtration under suction, cry... Reactants: ClCCN(CCCl)C=1C(=CC(=C(C(=O)O)C1)[N+](=O)[O-])[N+](=O)[O-] (5-[N,N-bis(2-chloroethyl)amino]-2,4-dinitrobenzoic acid), O=S(Cl)Cl (SOCl2). Solvent: CN(C)C=O (DMF). The product is ClCCN(CCCl)C=1C(=CC(=C(C(=O)Cl)C1)[N+](=O)[O-])[N+](=O)[O-] (5-[N,N-bis(2-chloroethyl)amino]-2,4-dinitrobenzoyl chloride). RXN SMILES: [Cl:1][CH2:2][CH2:3][N:4]([C:8]1[C:9]([N+:20]([O-:22])=[O:21])=[CH:10][C:11]([N+:17]([O-:19])=[O:18])=[C:12]([CH:16]=1)[C:13](O)=[O:14])[CH2:5][CH2:6][Cl:7].O=S(Cl)[Cl:25]>CN(C=O)C>[Cl:1][CH2:2][CH2:3][N:4]([C:8]1[C:9]([N+:20]([O-:22])=[O:21])=[CH:10][C:11]([N+:17]([O-:19])=[O:18])=[C:12]([CH:16]=1)[C:13]([Cl:25])=[O:14])[CH2:5][CH2:6][Cl:7]. Procedure details: Treatment of (6) with excess SOCl2 containing a drop of DMF under reflux for 20 min, followed by concentration to dryness and azeotroping with benzene, gave crude 5-[N,N-bis(2-chloroethyl)amino]-2,4-dinitrobenzoyl chloride (VI: X=Cl; Y1 =Cl). This was dissolved in Me2CO (20 ML), cooled to 0° C., treated with excess 40% aqueous methylamine. The product was purified by chromatography on silica gel, elution with EtOAc/petroleum ether (1:1) giving N-methyl [N,N-bis(2-chloroethyl)amino]-2,4-dinitrobe... Reactants: Clc1ccc(-c2cc(CBr)no2)s1, CCOC(=O)c1cc2cc(OCCOC)ncc2[nH]1, [H-], [Na+], CN(C)C=O. Product: CCOC(=O)c1cc2cc(OCCOC)ncc2n1Cc1cc(-c2ccc(Cl)s2)on1. RXN SMILES: [Br:22][CH2:23][c:24]1[n:25][o:26][c:27](-[c:29]2[s:30][c:31]([Cl:34])[cH:32][cH:33]2)[cH:28]1.[CH2:3]([CH3:4])[O:5][C:6](=[O:7])[c:8]1[cH:9][c:10]2[c:11]([cH:12][n:13][c:14]([O:16][CH2:17][CH2:18][O:19][CH3:20])[cH:15]2)[nH:21]1.[H-:2].[Na+:1].[O:35]=[CH:36][N:37]([CH3:38])[CH3:39]>>[CH2:3]([CH3:4])[O:5][C:6](=[O:7])[c:8]1[cH:9][c:10]2[c:11]([cH:12][n:13][c:14]([O:16][CH2:17][CH2:18][O:19][CH3:20])[cH:15]2)[n:21]1[CH2:23][c:24]1[n:25][o:26][c:27](-[c:29]2[s:30][c:31]([Cl:34])[cH:32][cH:33]2)[cH:28]1. The reactants are C(=O)([O-])[O-].[K+].[K+] (K2CO3), BrCCOC1=CC=C(C#N)C=C1 (4-(2-Bromoethoxy)benzonitrile), C12CNCC(CC1)C2N(C(OC(C)(C)C)=O)C (tert-butyl 3-azabicyclo[3.2.1]oct-8-yl(methyl)carbamate), C(=O)([O-])[O-].[K+].[K+] (K2CO3). The solvent is CN(C)C=O (DMF), C(Cl)Cl (DCM). The product is C(#N)C1=CC=C(OCCN2CC3CCC(C2)C3N(C(OC(C)(C)C)=O)C)C=C1 (tert-Butyl 3-[2-(4-Cyanophenoxy)ethyl]-3-azabicyclo[3.2.1]oct-8-yl-(methyl)carbamate). Yield: 75.1%. Reaction SMILES: Br[CH2:2][CH2:3][O:4][C:5]1[CH:12]=[CH:11][C:8]([C:9]#[N:10])=[CH:7][CH:6]=1.[CH:13]12[CH:20]([N:21]([CH3:29])[C:22](=[O:28])[O:23][C:24]([CH3:27])([CH3:26])[CH3:25])[CH:17]([CH2:18][CH2:19]1)[CH2:16][NH:15][CH2:14]2.C([O-])([O-])=O.[K+].[K+]>CN(C=O)C.C(Cl)Cl>[C:9]([C:8]1[CH:11]=[CH:12][C:5]([O:4][CH2:3][CH2:2][N:15]2[CH2:14][CH:13]3[CH:20]([N:21]([CH3:29])[C:22](=[O:28])[O:23][C:24]([CH3:25])([CH3:26])[CH3:27])[CH:17]([CH2:18][CH2:19]3)[CH2:16]2)=[CH:6][CH:7]=1)#[N:10] |f:2.3.4|. Procedure: A mixture of 4-(2-bromoethoxy)benzonitrile (see step (i) above; 0.94 g, 4.2 mmol), tert-butyl 3-azabicyclo[3.2.1]oct-8-yl(methyl)carbamate (Preparation D; 0.91 g, 3.8 mmol) and K2CO3 (0.79 g, 5.7 mmol) in 15 mL of dry DMF was stirred at 90° C. overnight before additional K2CO3 (1 g) was added. The mixture was diluted with 300 mL of DCM, and the mixture was washed with water. The organic layer was separated, dried with Na2SO4 and then evaporated. The crude product was purified by flash chromatogr...